This data is from the Open Reaction Database (ORD), a public repository of structured organic reaction records. The task is: describe an organic reaction: reactants, conditions, products, and yield The product is C(C)N(C[C@H](COC1=CC=C(C=C1)C1=NOC2=C1C=CC(=C2)F)O)CC ((R)-1-diethylamino-3-[4-(6-fluoro-benzo[d]isoxazol-3-yl)-phenoxy]-propan-2-ol). The solvent is CN(C=O)C (dimethylformamide), C(C)O (ethanol). RXN SMILES: [F:1][C:2]1[CH:21]=[CH:20][C:5]2[C:6]([C:9]3[CH:14]=[CH:13][C:12]([O:15][CH2:16][C@H:17]4[CH2:19][O:18]4)=[CH:11][CH:10]=3)=[N:7][O:8][C:4]=2[CH:3]=1.[CH2:22]([NH:24][CH2:25][CH3:26])[CH3:23]>CN(C)C=O.C(O)C>[CH2:22]([N:24]([CH2:25][CH3:26])[CH2:19][C@@H:17]([OH:18])[CH2:16][O:15][C:12]1[CH:13]=[CH:14][C:9]([C:6]2[C:5]3[CH:20]=[CH:21][C:2]([F:1])=[CH:3][C:4]=3[O:8][N:7]=2)=[CH:10][CH:11]=1)[CH3:23]. Procedure details: The title compound is prepared from a mixture of (R)-6-fluoro-3-(4-oxiranylmethoxy-phenyl)-benzo[d]isoxazole in dimethylformamide and diethylamine in ethanol essentially as described above in Example 21. Purity by LC/MS=100%, [M+H]+=359. Reactants: FC1=CC2=C(C(=NO2)C2=CC=C(C=C2)OC[C@@H]2OC2)C=C1 ((R)-6-fluoro-3-(4-oxiranylmethoxy-phenyl)-benzo[d]isoxazole), C(C)NCC (diethylamine). Reactants: C[Si](C)(C)Cl (TMSCl), C(C)NC(C1=C(C=CC=C1)C1=CC=CC=C1)=O (N-ethyl-2-phenylbenzamide), CN(C)CCN(C)C (TMEDA), [Li]C(C)CC (s-BuLi), C1CCCCC1 (cyclohexane). Run in C1CCOC1 (THF). Run at temperature -78 celsius, time 30 minute. Product: C(C)NC(C1=C(C=CC=C1[Si](C)(C)C)C1=CC=CC=C1)=O (N-Ethyl-2-phenyl-6-(trimethylsilyl)benzamide). Yield: 39.0%. RXN SMILES: [CH2:1]([NH:3][C:4](=[O:17])[C:5]1[CH:10]=[CH:9][CH:8]=[CH:7][C:6]=1[C:11]1[CH:16]=[CH:15][CH:14]=[CH:13][CH:12]=1)[CH3:2].CN(CCN(C)C)C.[Li]C(CC)C.C1CCCCC1.[CH3:37][Si:38](Cl)([CH3:40])[CH3:39]>C1COCC1>[CH2:1]([NH:3][C:4](=[O:17])[C:5]1[C:10]([Si:38]([CH3:40])([CH3:39])[CH3:37])=[CH:9][CH:8]=[CH:7][C:6]=1[C:11]1[CH:16]=[CH:15][CH:14]=[CH:13][CH:12]=1)[CH3:2]. Procedure: This amide (2.25 g, 10 mmol) and TMEDA (1.2 eq) in THF were mixed and cooled to -78° C. and a 1.3M s-BuLi solution in cyclohexane (2.2 eq) was added dropwise. The resulting reaction mixture was stirred at -78° C. for 30 min and TMSCl (1.2 eq) was added dropwise. The reaction was stirred at -78° C. for 30 min and allowed to warm to -30° C. The reaction was worked up in the usual manner. The crude product was purified by flash chromatography and recrystallization from hexanes to afford the title c... The reactants are N1=C(N=CC=C1)C1(CC1)C=O (1-(Pyrimidin-2-yl)cyclopropanecarbaldehyde), [S] (sulfur), C(C)(=O)O (acetic acid), NC=1C=CC(=NC1N)N1C[C@@H](CCC1)C(=O)N1CCCC1 ((R)-(1-(5,6-diaminopyridin-2-yl)piperidin-3-yl)(pyrrolidin-1-yl)methanone). Run in C(C)O (ethanol). Conditions: temperature 80 celsius. Yields the product N1=C(N=CC=C1)C1(CC1)C1=NC=2C(=NC(=CC2)N2C[C@@H](CCC2)C(=O)N2CCCC2)N1 ((R)-(1-(2-(1-(Pyrimidin-2-yl)cyclopropyl)-3H-imidazo[4,5-b]pyridin-5-yl)piperidin-3-yl)(pyrrolidin-1-yl)methanone). RXN SMILES: [N:1]1[CH:6]=[CH:5][CH:4]=[N:3][C:2]=1[C:7]1([CH:10]=O)[CH2:9][CH2:8]1.[S].C(O)(=O)C.[NH2:17][C:18]1[CH:19]=[CH:20][C:21]([N:25]2[CH2:30][CH2:29][CH2:28][C@@H:27]([C:31]([N:33]3[CH2:37][CH2:36][CH2:35][CH2:34]3)=[O:32])[CH2:26]2)=[N:22][C:23]=1[NH2:24]>C(O)C>[N:3]1[CH:4]=[CH:5][CH:6]=[N:1][C:2]=1[C:7]1([C:10]2[NH:24][C:23]3=[N:22][C:21]([N:25]4[CH2:30][CH2:29][CH2:28][C@@H:27]([C:31]([N:33]5[CH2:37][CH2:36][CH2:35][CH2:34]5)=[O:32])[CH2:26]4)=[CH:20][CH:19]=[C:18]3[N:17]=2)[CH2:8][CH2:9]1 |^3:11|. Reported procedure: 1-(Pyrimidin-2-yl)cyclopropanecarbaldehyde (0.11 g, 0.747 mmol), sulfur (40 mg, 1.24 mmol), and acetic acid (0.6 mL) were added to a solution of (R)-(1-(5,6-diaminopyridin-2-yl)piperidin-3-yl)(pyrrolidin-1-yl)methanone, prepared during the previous step, in ethanol. The reaction mixture was heated to 80° C. for 18 h. The solvent was removed under reduced pressure and the crude material was purified via preparative HPLC to afford the title compound (8 mg). MS (ES+APCI) (M+H) 418.2; LCMS retention... The reactants are OC1=CC=C(OC(C(=O)O)C)C=C1 (2-(4-hydroxyphenoxy)propanoic acid), OO (Hydrogen peroxide), sulfonic acid, CC(=C)C1=CC=C(OC(C(=O)O)C)C=C1 (2-(4-(1-methylethenyl)phenoxy)propanoic acid). Solvent: CO (methanol). Reaction conditions: time 1.5 hour. The product is OC1=CC=C(OC(C(=O)OC)C)C=C1 (methyl 2-(4-hydroxyphenoxy)propanoate). Reaction SMILES: OO.[CH3:3]C(C1C=CC(OC(C)C(O)=O)=CC=1)=C.[OH:18][C:19]1[CH:30]=[CH:29][C:22]([O:23][CH:24]([CH3:28])[C:25]([OH:27])=[O:26])=[CH:21][CH:20]=1>CO>[OH:18][C:19]1[CH:20]=[CH:21][C:22]([O:23][CH:24]([CH3:28])[C:25]([O:27][CH3:3])=[O:26])=[CH:29][CH:30]=1. Reported procedure: Hydrogen peroxide (67% H2O2, 0.60 equivalents) was added to a mixture of 0.005 equivalents of Dowex® MSC-1 sulfonic acid resin in the proton form, 0.050 equivalents 2-(4-(1-methylethenyl)phenoxy)propanoic acid (prepared by base hydrolysis of methyl 2-(4-(1-methylethenyl)phenoxy)propanoate), and 11 ml methanol at room temperature. The mixture was refluxed about 10 hours. (The oxidation was complete after about 1.5 hour, but about 10 hours were required for the simultaneous esterification.) Workup...